This data is from the Open Reaction Database (ORD), a public repository of structured organic reaction records. The task is: describe an organic reaction: reactants, conditions, products, and yield Reactants: COC(C(=O)OC)(C(=O)OC)CC=1N=CN(C1)C(C1=CC=CC=C1)(C1=CC=CC=C1)C1=CC=CC=C1 (dimethyl 2-methoxy-2-((1-trityl-1H-imidazol-4-yl)methyl)malonate), [Cl-].[Na+] (sodium chloride), C(C)(=O)OCC (ethyl acetate). Run in CN1CCCC1=O (NMP), O (water). The product is COC(C(=O)OC)CC=1N=CN(C1)C(C1=CC=CC=C1)(C1=CC=CC=C1)C1=CC=CC=C1 (Methyl 2-methoxy-3-(1-trityl-1H-imidazol-4-yl)propanoate). Yield: 77.9%. Reaction SMILES: [CH3:1][O:2][C:3]([CH2:12][C:13]1[N:14]=[CH:15][N:16]([C:18]([C:31]2[CH:36]=[CH:35][CH:34]=[CH:33][CH:32]=2)([C:25]2[CH:30]=[CH:29][CH:28]=[CH:27][CH:26]=2)[C:19]2[CH:24]=[CH:23][CH:22]=[CH:21][CH:20]=2)[CH:17]=1)(C(OC)=O)[C:4]([O:6][CH3:7])=[O:5].[Cl-].[Na+].C(OCC)(=O)C>CN1C(=O)CCC1.O>[CH3:1][O:2][CH:3]([CH2:12][C:13]1[N:14]=[CH:15][N:16]([C:18]([C:31]2[CH:36]=[CH:35][CH:34]=[CH:33][CH:32]=2)([C:25]2[CH:26]=[CH:27][CH:28]=[CH:29][CH:30]=2)[C:19]2[CH:24]=[CH:23][CH:22]=[CH:21][CH:20]=2)[CH:17]=1)[C:4]([O:6][CH3:7])=[O:5] |f:1.2|. Procedure: A solution of dimethyl 2-methoxy-2-((1-trityl-1H-imidazol-4-yl)methyl)malonate (0.1520 g, 0.31 mmol) and sodium chloride (0.0398 g, 0.68 mmol) in NMP (2 mL) and water (0.3 mL) was heated to 201° C. for 1 hr. After cooling to room temperature, ethyl acetate (15 mL) was added and the organic layer was washed with water (2×10 mL), saturated sodium chloride (1×10 mL) and then dried over NaSO4. Solvent removal yielded 0.1030 g of crude product. This was purified by chromatography on a silica gel 60 (... Starting materials: CC(C)(C)OC(=O)N1C(COCC1)C(=O)O (4-{[(1,1-Dimethylethyl)oxy]carbonyl}morpholine-3-carboxylic acid), [Cl-].[NH4+] (ammonium chloride), C(CCl)Cl (EDC), C=1C=CC2=C(C1)N=NN2O (HOBt), CCN(C(C)C)C(C)C (DIPEA), C(=O)(O)[O-].[Na+] (NaHCO3). Solvent: CN(C)C=O (DMF). Yields the product NC(=O)C1N(CCOC1)C(=O)OC(C)(C)C (1,1-Dimethylethyl 3-(aminocarbonyl)morpholine-4-carboxylate). As a reaction SMILES: [CH3:1][C:2]([O:5][C:6]([N:8]1[CH2:13][CH2:12][O:11][CH2:10][CH:9]1[C:14]([OH:16])=O)=[O:7])([CH3:4])[CH3:3].[Cl-].[NH4+].C(Cl)CCl.C1C=CC2N(O)N=[N:29]C=2C=1.CCN(C(C)C)C(C)C.C([O-])(O)=O.[Na+]>CN(C=O)C>[NH2:29][C:14]([CH:9]1[CH2:10][O:11][CH2:12][CH2:13][N:8]1[C:6]([O:5][C:2]([CH3:4])([CH3:3])[CH3:1])=[O:7])=[O:16] |f:1.2,6.7|. Procedure details: 4-{[(1,1-Dimethylethyl)oxy]carbonyl}morpholine-3-carboxylic acid (0.5 g, 2.162 mmol), ammonium chloride (0.347 g, 6.49 mmol), EDC (0.622 g, 3.24 mmol), HOBt (0.993 g, 6.49 mmol) and DIPEA (1.699 mL, 9.73 mmol) were stirred in DMF (10 mL) at room temperature overnight. Saturated NaHCO3 was then added and the mixture was extracted with EtOAc (2×). The combined organic extracts were washed with brine, dried over MgSO4, filtered, and concentrated in vacuo to give the title compound as a yellow gum. Reactants: CN(C(=O)C1=NC=CC=C1Cl)CC=1C=NC=C(C1)C=1C=C2CCC(NC2=CC1)=O (3-Chloro-pyridine-2-carboxylic acid methyl-[5-(2-oxo-1,2,3,4-tetrahydro-quinolin-6-yl)-pyridin-3-ylmethyl]-amide), ClN1C(CCC1=O)=O (N-chloro-succinimide). Yields the product ClC=1C=C(C=C2CCC(NC12)=O)C=1C=C(C=NC1)CN(C(=O)C1=NC=CC=C1Cl)C (3-Chloro-pyridine-2-carboxylic acid [5-(8-chloro-2-oxo-1,2,3,4-tetrahydro-quinolin-6-yl)-pyridin-3-ylmethyl]-methyl-amide). Reaction SMILES: [CH3:1][N:2]([CH2:12][C:13]1[CH:14]=[N:15][CH:16]=[C:17]([C:19]2[CH:20]=[C:21]3[C:26](=[CH:27][CH:28]=2)[NH:25][C:24](=[O:29])[CH2:23][CH2:22]3)[CH:18]=1)[C:3]([C:5]1[C:10]([Cl:11])=[CH:9][CH:8]=[CH:7][N:6]=1)=[O:4].[Cl:30]N1C(=O)CCC1=O>>[Cl:30][C:27]1[CH:28]=[C:19]([C:17]2[CH:18]=[C:13]([CH2:12][N:2]([CH3:1])[C:3]([C:5]3[C:10]([Cl:11])=[CH:9][CH:8]=[CH:7][N:6]=3)=[O:4])[CH:14]=[N:15][CH:16]=2)[CH:20]=[C:21]2[C:26]=1[NH:25][C:24](=[O:29])[CH2:23][CH2:22]2. Reported procedure: In analogy to the procedure described for the preparation of example 203, 3-chloro-pyridine-2-carboxylic acid methyl-[5-(2-oxo-1,2,3,4-tetrahydro-quinolin-6-yl)-pyridin-3-ylmethyl]-amide (example 215) was reacted with N-chloro-succinimide to give the title compound as a light brown solid. MS: 441.5 (M+H+). Starting materials: COC(COC1=C(C(=C(C=C1Br)Br)C(N)=O)Br)=O (3-carbamoyl-2,4,6-tribromophenoxyacetic acid methyl ester), COC(COC1=C(C(=C(C=C1Br)Br)C(N)=O)Br)=O (3-carbamoyl-2,4,6-tribromophenoxyacetic acid methyl ester), [OH-].[Na+] (sodium hydroxide). The solvent is O (water). Run at temperature 60 celsius. The product is C(N)(=O)C=1C(=C(OCC(=O)O)C(=CC1Br)Br)Br (3-Carbamoyl-2,4,6-tribromophenoxyacetic Acid). Reaction SMILES: C[O:2][C:3](=[O:18])[CH2:4][O:5][C:6]1[C:11]([Br:12])=[CH:10][C:9]([Br:13])=[C:8]([C:14](=[O:16])[NH2:15])[C:7]=1[Br:17].[OH-].[Na+]>O>[C:14]([C:8]1[C:7]([Br:17])=[C:6]([C:11]([Br:12])=[CH:10][C:9]=1[Br:13])[O:5][CH2:4][C:3]([OH:18])=[O:2])(=[O:16])[NH2:15] |f:1.2|. Procedure: 30 g (67 mmol) of 3-carbamoyl-2,4,6-tribromophenoxyacetic acid methyl ester is suspended in 300 ml of water, the suspension is heated to 60° C., and the ester is saponified by the dropwise addition of 25 ml of concentrated sodium hydroxide solution. The solution is filtered over active carbon and brought to pH 1 by adding concentrated hydrochloric acid dropwise under ice bath cooling. After several hours of agitation, the thus-formed sediment is vacuum-filtered, washed with water, and dried at 6... The reactants are CO, CCOC(C)=O, Cl, [Na+], C1COCCO1, [OH-], CC(C)(C)OC(=O)c1ccc(-c2ccccc2)cc1NC(=O)c1ccc(-n2cccc2)cc1. Product: O=C(Nc1cc(-c2ccccc2)ccc1C(=O)O)c1ccc(-n2cccc2)cc1. RXN SMILES: [CH3:1][OH:2].[CH3:39][CH2:40][O:41][C:42](=[O:43])[CH3:44].[ClH:38].[Na+:4].[O:45]1[CH2:46][CH2:47][O:48][CH2:49][CH2:50]1.[OH-:3].[c:5]1(-[c:11]2[cH:12][c:13]([NH:24][C:25]([c:26]3[cH:27][cH:28][c:29](-[n:32]4[cH:33][cH:34][cH:35][cH:36]4)[cH:30][cH:31]3)=[O:37])[c:14]([C:15](=[O:16])[O:17][C:18]([CH3:19])([CH3:20])[CH3:21])[cH:22][cH:23]2)[cH:6][cH:7][cH:8][cH:9][cH:10]1>>[c:5]1(-[c:11]2[cH:12][c:13]([NH:24][C:25]([c:26]3[cH:27][cH:28][c:29](-[n:32]4[cH:33][cH:34][cH:35][cH:36]4)[cH:30][cH:31]3)=[O:37])[c:14]([C:15](=[O:16])[OH:17])[cH:22][cH:23]2)[cH:6][cH:7][cH:8][cH:9][cH:10]1.